This data is from the Open Reaction Database (ORD), a public repository of structured organic reaction records. The task is: describe an organic reaction: reactants, conditions, products, and yield Starting materials: N(=[N+]=[N-])C1=CC=C(C=CC(=O)Cl)C=C1 (p-azidocinnamic acid chloride), C(C)NN(CCN)NCC (N,N-diethylaminoethylenediamine). Run in C(Cl)(Cl)Cl (chloroform). Product: C(C)NN(CCNC(C=CC1=CC=C(C=C1)N=[N+]=[N-])=O)NCC (N,N-diethylamino-N' -(p-azidobenzylideneacetyl)ethylenediamine). As a reaction SMILES: [N:1]([C:4]1[CH:14]=[CH:13][C:7]([CH:8]=[CH:9][C:10](Cl)=[O:11])=[CH:6][CH:5]=1)=[N+:2]=[N-:3].[CH2:15]([NH:17][N:18]([NH:22][CH2:23][CH3:24])[CH2:19][CH2:20][NH2:21])[CH3:16]>C(Cl)(Cl)Cl>[CH2:15]([NH:17][N:18]([NH:22][CH2:23][CH3:24])[CH2:19][CH2:20][NH:21][C:10](=[O:11])[CH:9]=[CH:8][C:7]1[CH:13]=[CH:14][C:4]([N:1]=[N+:2]=[N-:3])=[CH:5][CH:6]=1)[CH3:16]. Reported procedure: Subsequently, 8.5 g (40 millimoles) of the p-azidocinnamic acid chloride was dissolved in chloroform, and 4.8 g (40 millimoles) of N,N-diethylaminoethylenediamine was added thereto at a reaction temperature of 10° to 20° C., after which the resulting solution was further allowed to react for 1 hour. The chloroform was distilled off under reduced pressure, and 100 ml of water was added to the resulting oily substance, after which a solution of 1.7 g of sodium hydroxide in 20 ml of water was added... Starting materials: C(Cl)(Cl)Cl (chloroform), N1CCNCC1 (piperazine), ClC1=NC(=CC=C1)OC (2-chloro-6-methoxypyridine). Solvent: CO (methanol). Product: N (ammonia), COC1=CC=CC(=N1)N1CCNCC1 (1-(6-methoxy-2-pyridyl)piperazine). The yield is 62.1%. As a reaction SMILES: [NH:1]1[CH2:6][CH2:5][NH:4][CH2:3][CH2:2]1.Cl[C:8]1[CH:13]=[CH:12][CH:11]=[C:10]([O:14][CH3:15])[N:9]=1.C(Cl)(Cl)Cl>CO>[NH3:1].[CH3:15][O:14][C:10]1[N:9]=[C:8]([N:1]2[CH2:6][CH2:5][NH:4][CH2:3][CH2:2]2)[CH:13]=[CH:12][CH:11]=1. Reported procedure: In a sealed tube, 8.6 g of piperazine and 2.9 g (0.02 mole) of 2-chloro-6-methoxypyridine were reacted at 150° C. for 4 hours. After the reaction, the reaction mixture was applied to silica gel column chromatography (the eluent used was a mixture of chloroform: methanol : 28% aqueous ammonia = 40 : 9 : 1) to obtain 2.4 g of 1-(6-methoxy-2-pyridyl)piperazine as pale yellow liquid.